From a dataset of the Open Reaction Database (ORD), a public repository of structured organic reaction records. describe an organic reaction: reactants, conditions, products, and yield Product: CC(C)CCC(CC(O)C(N)Cc1ccccc1)S(=O)(=O)c1ccccc1. As a reaction SMILES: [CH2:1]([O:2][C:3](=[O:4])[NH:10][CH:11]([CH:12]([CH2:13][CH:14]([CH2:15][CH2:16][CH:17]([CH3:18])[CH3:19])[S:20](=[O:21])(=[O:22])[c:23]1[cH:24][cH:25][cH:26][cH:27][cH:28]1)[OH:29])[CH2:30][c:31]1[cH:32][cH:33][cH:34][cH:35][cH:36]1)[c:5]1[cH:6][cH:7][cH:8][cH:9][cH:37]1.[CH3:40][CH2:41][OH:42].[H:38][H:39].[OH-:43].[OH-:45].[Pd+2:44]>>[NH2:10][CH:11]([CH:12]([CH2:13][CH:14]([CH2:15][CH2:16][CH:17]([CH3:18])[CH3:19])[S:20](=[O:21])(=[O:22])[c:23]1[cH:24][cH:25][cH:26][cH:27][cH:28]1)[OH:29])[CH2:30][c:31]1[cH:32][cH:33][cH:34][cH:35][cH:36]1. The reactants are CC(C)CCC(CC(O)C(Cc1ccccc1)NC(=O)OCc1ccccc1)S(=O)(=O)c1ccccc1, CCO, [H][H], [OH-], [OH-], [Pd+2]. Starting materials: 4,4′-O,O-di(4-(N,N-di-n-propylaminomethylene)benzoyl)-2-[(1R,2S,3R)(1,2,3,4-tetrahydroxybutyl)]-5-[(2′S, 3′R)(2′,3′,4′-trihydroxybutyl)]pyrazine, C(C(=O)Cl)(=O)Cl (oxalyl chloride), CN(C=O)C (dimethylformamide), Cl.C(CC)N(CCC)C=C1CC=C(C(=O)O)C=C1 (4-(N,N-di-n-propylaminomethylene)benzoic acid monohydrochloride). Run in ClCCl (dichloromethane). The product is C(CC)N(CCC)C=C1CC=C(C(=O)Cl)C=C1 (4-(N,N-di-n-propylaminomethylene)benzoyl Chloride). Reaction SMILES: [C:1](Cl)(=O)[C:2]([Cl:4])=[O:3].CN(C)C=O.Cl.[CH2:13]([N:16]([CH:20]=[C:21]1[CH:29]=[CH:28]C(C(O)=O)=[CH:23][CH2:22]1)[CH2:17][CH2:18][CH3:19])[CH2:14][CH3:15]>ClCCl>[CH2:17]([N:16]([CH:20]=[C:21]1[CH:22]=[CH:23][C:1]([C:2]([Cl:4])=[O:3])=[CH:28][CH2:29]1)[CH2:13][CH2:14][CH3:15])[CH2:18][CH3:19] |f:2.3|. Reported procedure: 0.283 cm3 of oxalyl chloride and then a drop of dimethylformamide are successively added, at a temperature close to 20° C., to a suspension of 0.748 g of 4-(N,N-di-n-propylaminomethylene)benzoic acid monohydrochloride in 20 cm3 of dichloromethane. The reaction medium is kept stirred at a temperature close to 20° C. until the gaseous emission ceases, and then concentrated to dryness under reduced pressure (about 0.5 kPa) at a temperature close to 35° C. The white solid thus obtained is used as a ... Starting materials: C(C)(=O)C1=CC=CC=C1 (acetophenone), C(C1=CC=CC=C1)(=O)O (benzoic acid), P(=O)([O-])([O-])[O-].[Na+].[Na+].[Na+] (Trisodium phosphate), Cl (hydrochloric acid), NC(=O)N (Urea), N(=O)[O-].[Na+] (sodium nitrite), C(C)(=O)C1=CC=CC=C1 (acetophenone), Cl (hydrochloric acid), N(=O)[O-].[Na+] (sodium nitrite), N(=O)[O-] (nitrite), N(=O)[O-] (nitrite), Cl (hydrochloric acid). Solvent: O (water), O (water), O (water). Conditions: time 75 minute. The product is C1(=CC=CC=C1)C(C(=O)O)=O (phenylglyoxylic acid). Reaction SMILES: N([O-])=O.[Na+].C([C:8]1[CH:13]=[CH:12][CH:11]=[CH:10][CH:9]=1)(=O)C.Cl.P([O-])([O-])([O-])=O.[Na+].[Na+].[Na+].N([O-])=O.N[C:27](N)=[O:28].[C:30]([OH:38])(=[O:37])C1C=CC=CC=1>O>[C:8]1([C:27](=[O:28])[C:30]([OH:38])=[O:37])[CH:9]=[CH:10][CH:11]=[CH:12][CH:13]=1 |f:0.1,4.5.6.7|. Procedure details: A solution of sodium nitrite (35g; 0.5 mole) in water (100 ml.) was added steadily over 95 minutes to a stirred mixture of acetophenone (24.0g; 0.2 mole) in 6N-hydrochloric acid (200 ml.) at 65°. 1.3M Trisodium phosphate (165 ml.) was then added over ca. 3 minutes to raise the pH of the mixture to 1.8. Simultaneously, addition of a second solution of sodium nitrite (28g; 0.4 mole) in water (70 ml.) was commenced, which took 75 minutes to complete. The pH of the mixture was kept below pH 3.5 duri... Reactants: CC(=O)OC1C(CO[Si](C(C)C)(C(C)C)C(C)C)OC(n2cnc3c(NC4CCc5ccccc54)ncnc32)C1OC(C)=O, F, C1CCOC1, c1ccncc1. Product: CC(=O)OC1C(CO)OC(n2cnc3c(NC4CCc5ccccc54)ncnc32)C1OC(C)=O. Reaction SMILES: [C:1]([CH3:2])(=[O:3])[O:4][CH:5]1[CH:6]([n:26]2[c:27]3[n:28][cH:29][n:30][c:31]([NH:35][CH:36]4[CH2:37][CH2:38][c:39]5[cH:40][cH:41][cH:42][cH:43][c:44]54)[c:32]3[n:33][cH:34]2)[O:7][CH:8]([CH2:14][O:15][Si:16]([CH:17]([CH3:18])[CH3:19])([CH:20]([CH3:21])[CH3:22])[CH:23]([CH3:24])[CH3:25])[CH:9]1[O:10][C:11]([CH3:12])=[O:13].[FH:45].[O:52]1[CH2:53][CH2:54][CH2:55][CH2:56]1.[cH:46]1[cH:47][cH:48][n:49][cH:50][cH:51]1>>[C:1]([CH3:2])(=[O:3])[O:4][CH:5]1[CH:6]([n:26]2[c:27]3[n:28][cH:29][n:30][c:31]([NH:35][CH:36]4[CH2:37][CH2:38][c:39]5[cH:40][cH:41][cH:42][cH:43][c:44]54)[c:32]3[n:33][cH:34]2)[O:7][CH:8]([CH2:14][OH:15])[CH:9]1[O:10][C:11]([CH3:12])=[O:13].